This data is from the Open Reaction Database (ORD), a public repository of structured organic reaction records. The task is: describe an organic reaction: reactants, conditions, products, and yield RXN SMILES: [CH2:12]([C:13]([CH3:14])=[CH2:15])[Cl:16].[CH2:18]([N+:19]([CH2:20][CH3:21])([CH2:22][CH3:23])[CH2:24][c:25]1[cH:26][cH:27][cH:28][cH:29][cH:30]1)[CH3:31].[Cl-:17].[N:1]#[C:2][CH2:3][c:4]1[cH:5][cH:6][cH:7][cH:8][cH:9]1.[Na+:11].[OH-:10].[OH2:32]>>[N:1]#[C:2][CH:3]([c:4]1[cH:5][cH:6][cH:7][cH:8][cH:9]1)[CH2:15][C:13](=[CH2:12])[CH3:14]. Reactants: C=C(C)CCl, CC[N+](CC)(CC)Cc1ccccc1, [Cl-], N#CCc1ccccc1, [Na+], [OH-], O. Yields the product C=C(C)CC(C#N)c1ccccc1. Starting materials: C1=CC(=CC(=C1)Cl)C(=O)OO (m-CPBA), C(C)(C)N1C(C=CC2=C1N=C(N=C2C)SC)=O (8-Isopropyl-4-methyl-2-(methylthio)pyrido[2,3-d]pyrimidin-7(8H)-one), O (H2O). Run in C(Cl)Cl (DCM), C(=O)([O-])[O-].[K+].[K+] (K2CO3), C(Cl)Cl (DCM). Run at time 2.5 hour. Product: C(C)(C)N1C(C=CC2=C1N=C(N=C2C)S(=O)(=O)C)=O (8-isopropyl-4-methyl-2-(methylsulfonyl)pyrido[2,3-d]pyrimidin-7(8H)-one). Yield: 99.0%. As a reaction SMILES: [CH:1]([N:4]1[C:9]2[N:10]=[C:11]([S:15][CH3:16])[N:12]=[C:13]([CH3:14])[C:8]=2[CH:7]=[CH:6][C:5]1=[O:17])([CH3:3])[CH3:2].C1C=C(Cl)C=C(C(OO)=[O:26])C=1.[OH2:29]>C(Cl)Cl.C([O-])([O-])=O.[K+].[K+]>[CH:1]([N:4]1[C:9]2[N:10]=[C:11]([S:15]([CH3:16])(=[O:26])=[O:29])[N:12]=[C:13]([CH3:14])[C:8]=2[CH:7]=[CH:6][C:5]1=[O:17])([CH3:3])[CH3:2] |f:4.5.6|. Procedure details: 8-Isopropyl-4-methyl-2-(methylthio)pyrido[2,3-d]pyrimidin-7(8H)-one (5.38 g, 21.59 mmol) was dissolved in 100 mL DCM. To the stirring solution, m-CPBA (13.97 g, 64.78 mmol) was added. The reaction was allowed to stir for 2.5 h at room temperature. LCMS indicated reaction had gone to completion. Sample was diluted with 300 mL of DCM and 300 mL K2CO3, upon addition of base a white precipitate formed that dissolved in excess H2O. Organic layer was extracted further with H2O and brine, and then drie... The reactants are FC1=C(C=CC(=C1)F)C(=C)[C@@H](C)OC1OCCCC1 ((3R)-2-(2,4-Difluorophenyl)-3-(3,4,5,6-tetrahydro-2H-pyran-2-yloxy)-1-butene), FC1=C(C=CC(=C1)F)C(=C)[C@@H](C)OC1OCCCC1 ((3R)-2-(2,4-Difluorphenyl)-3-(3,4,5,6-tetrahydro-2H-pyran-2-yloxy)-1-butene), C1(=CC=C(C=C1)S(=O)(=O)[O-])C.[NH+]1=CC=CC=C1 (pyridinium-p-toluenesulfonate). Solvent: C(C)O (ethanol). Run at temperature 60 celsius. Yields the product FC1=C(C=CC(=C1)F)C([C@@H](C)O)=C ((2R)-3-(2,4-Difluorophenyl)-3-buten-2-ol). Yield: 53.0%. Reaction SMILES: [F:1][C:2]1[CH:7]=[C:6]([F:8])[CH:5]=[CH:4][C:3]=1[C:9]([C@H:11]([O:13]C1CCCCO1)[CH3:12])=[CH2:10].C1(C)C=CC(S([O-])(=O)=O)=CC=1.[NH+]1C=CC=CC=1>C(O)C>[F:1][C:2]1[CH:7]=[C:6]([F:8])[CH:5]=[CH:4][C:3]=1[C:9](=[CH2:10])[C@H:11]([OH:13])[CH3:12] |f:1.2|. Procedure: A mixture of compound 5b, (3R)-2-(2,4-Difluorphenyl)-3-(3,4,5,6-tetrahydro-2H-pyran-2-yloxy)-1-butene, (40 g, 0.149 mole) and pyridinium-p-toluenesulfonate (24.61 g, 0.098 more) in 400 ml of ethanol was heated at 60° C. for 14.5 hours. The reaction mixture was concentrated in vacuo and co-evaporated with toluene. Toluene was then added to the residue and the resulting solid was removed by filtration. The filtrate was evaporated under reduced pressure and the residue was chromatographed on silica... Starting materials: II (Iodine), C(C1=CC=CC=C1)OC1=CC=C(C=C1)OC(F)(F)F (2-benzyloxy-5-(trifluoromethoxy)benzene). Reagents/catalysts: FC(C(=O)[O-])(F)F.[Ag+] (silver trifluoroacetate). The solvent is C(Cl)(Cl)Cl (chloroform), ClCCl (dichloromethane). Run at time 18 hour. Yields the product C(C1=CC=CC=C1)OC1=C(C=C(C=C1)OC(F)(F)F)I (2-Benzyloxy-5-(trifluoromethoxy)iodobenzene). Isolated yield 101.5%. RXN SMILES: [I:1]I.[CH2:3]([O:10][C:11]1[CH:16]=[CH:15][C:14]([O:17][C:18]([F:21])([F:20])[F:19])=[CH:13][CH:12]=1)[C:4]1[CH:9]=[CH:8][CH:7]=[CH:6][CH:5]=1>C(Cl)(Cl)Cl.ClCCl.FC(F)(F)C([O-])=O.[Ag+]>[CH2:3]([O:10][C:11]1[CH:16]=[CH:15][C:14]([O:17][C:18]([F:19])([F:20])[F:21])=[CH:13][C:12]=1[I:1])[C:4]1[CH:5]=[CH:6][CH:7]=[CH:8][CH:9]=1 |f:4.5|. Reported procedure: Iodine (71.96 g, 0.28 mol) in chloroform was added dropwise to a mixture of 2-benzyloxy-5-(trifluoromethoxy)benzene (Preparation 12, 73.06 g, 0.27 mol) and silver trifluoroacetate (71.57 g, 0.32 mol) in dichloromethane and the mixture was stirred at room temperature for 18 hours. The mixture was filtered through celite, washed with aqueous sodium thiosulfate (5%, 2×2 l), dried (MgSO4) and the solvent was evaporated under reduced pressure. The residue was purified by flash column chromatography o... Starting materials: C1(=CC=CC=C1)O (phenol), C(C)NS(=O)(=O)Cl (ethylaminosulfonyl chloride), C([O-])(O)=O.[Na+] (sodium bicarbonate). Solvent: C1(=CC=CC=C1)C (toluene). Product: C1(=CC=CC=C1)OS(NCC)(=O)=O (Ethylsulfamic acid phenyl ester). Isolated yield 70.8%. RXN SMILES: [C:1]1([OH:7])[CH:6]=[CH:5][CH:4]=[CH:3][CH:2]=1.[CH2:8]([NH:10][S:11](Cl)(=[O:13])=[O:12])[CH3:9].C(=O)(O)[O-].[Na+]>C1(C)C=CC=CC=1>[C:1]1([O:7][S:11](=[O:13])(=[O:12])[NH:10][CH2:8][CH3:9])[CH:6]=[CH:5][CH:4]=[CH:3][CH:2]=1 |f:2.3|. Reported procedure: A solution of 18.8 g (0.2 mole) of phenol and 38.4 g (0.27 mole) of ethylaminosulfonyl chloride (Preparation 25) in 150 ml of toluene was stirred and heated at reflux for 16 hr. The solution was cooled and then treated with 250 ml of a 20% sodium bicarbonate solution. The layers were separated and the organic layer was washed successively with 250 ml of a 20% sodium bicarbonate solution, two 300-ml portions of water and dried (magnesium sulfate). The solvent was evaporated under reduced pressure... Reactants: C1CCOC1, [Li]CCCC, CCCCCCCC(C)(C)C(=O)OCC, COP(C)(=O)OC, [Cl-], [NH4+]. Product: CCCCCCCC(C)(C)C(=O)CP(=O)(OC)OC. RXN SMILES: [CH2:30]1[O:31][CH2:32][CH2:33][CH2:34]1.[CH2:8]([Li:9])[CH2:10][CH2:11][CH3:12].[CH3:13][C:14]([C:15](=[O:16])[O:17][CH2:18][CH3:19])([CH2:20][CH2:21][CH2:22][CH2:23][CH2:24][CH2:25][CH3:26])[CH3:27].[CH3:1][P:2]([O:3][CH3:4])([O:5][CH3:6])=[O:7].[Cl-:28].[NH4+:29]>>[CH2:1]([P:2]([O:3][CH3:4])([O:5][CH3:6])=[O:7])[C:15]([C:14]([CH3:13])([CH2:20][CH2:21][CH2:22][CH2:23][CH2:24][CH2:25][CH3:26])[CH3:27])=[O:16].